Dataset: the Open Reaction Database (ORD), a public repository of structured organic reaction records. Task: describe an organic reaction: reactants, conditions, products, and yield The reactants are COc1ccc2cc(Br)ccc2n1, [Li]CCCC, C1CCOC1, CCCCCC, O=C=O. The product is COc1ccc2cc(C(=O)O)ccc2n1. Reaction SMILES: [Br:6][c:7]1[cH:8][c:9]2[cH:10][cH:11][c:12]([O:17][CH3:18])[n:13][c:14]2[cH:15][cH:16]1.[CH2:1]([Li:2])[CH2:3][CH2:4][CH3:5].[CH2:28]1[O:29][CH2:30][CH2:31][CH2:32]1.[CH3:22][CH2:23][CH2:24][CH2:25][CH2:26][CH3:27].[O:19]=[C:20]=[O:21]>>[c:7]1([C:20](=[O:19])[OH:21])[cH:8][c:9]2[cH:10][cH:11][c:12]([O:17][CH3:18])[n:13][c:14]2[cH:15][cH:16]1. Reactants: C(C)(C)(C)OC(=O)N1C(CCC1)COC1=CC=C(C=C1)OCC#C (2-(4-Prop-2-ynyloxy-phenoxymethyl)-pyrrolidine-1-carboxylic acid tert-butyl ester), Cl (HCl). Run in O1CCOCC1 (dioxane). Conditions: time 2 hour. Product: Cl.C(C#C)OC1=CC=C(OC[C@@H]2NCCC2)C=C1 ((R)-2-(4-Prop-2-ynyloxy-phenoxymethyl)-pyrrolidine hydrochloride). The yield is 100.0%. As a reaction SMILES: C(OC([N:8]1[CH2:12][CH2:11][CH2:10][CH:9]1[CH2:13][O:14][C:15]1[CH:20]=[CH:19][C:18]([O:21][CH2:22][C:23]#[CH:24])=[CH:17][CH:16]=1)=O)(C)(C)C.[ClH:25]>O1CCOCC1>[ClH:25].[CH2:22]([O:21][C:18]1[CH:19]=[CH:20][C:15]([O:14][CH2:13][C@H:9]2[CH2:10][CH2:11][CH2:12][NH:8]2)=[CH:16][CH:17]=1)[C:23]#[CH:24] |f:3.4|. Procedure details: To a solution of the product from step 3 (100 mg) was added 2M HCl in dioxane (4 mL) and the resulting mixture was stirred for 2 h, and the solvent was removed in vacuo. Crude material was triturated with ether to obtain the title product (70 mg, 100%); LCMS; 97%, m/z 232.1 (M+1); 1H NMR (DMSO-d6, 400 MHz) δ 1.70 (1H, m), 1.95 (2H, m), 2.10 (2H, m), 3.20 (2H, m), 3.53 (2H, m), 3.86 (1H, m), 4.07 (1H, dd, J1=8.0 Hz, J2=10.0 Hz), 4.18 (1H, dd, J1=4.0 Hz, J2=10.8 Hz), 6.94 (4H, s), 9.2 (2H, br s). Solvent: C(Cl)Cl (CH2Cl2). The reagents and catalysts are [Pd] (palladium), [Pd] (palladium), [Pd] (Pd/C). The reactants are ClC1=CC=C(CNC(=O)C=2C=NC3=CC=C(C=C3C2O)C#CCO)C=C1 (N-(4-chlorobenzyl)-4-hydroxy-6-(3-hydroxy-1-propynyl)-3-quinolinecarboxamide), C#C (acetylene), CO (MeOH), 134. Reaction SMILES: [Cl:1][C:2]1[CH:26]=[CH:25][C:5]([CH2:6][NH:7][C:8]([C:10]2[CH:11]=[N:12][C:13]3[C:18]([C:19]=2[OH:20])=[CH:17][C:16]([C:21]#[C:22][CH2:23]O)=[CH:15][CH:14]=3)=[O:9])=[CH:4][CH:3]=1.CO.C#C>C(Cl)Cl.[Pd]>[Cl:1][C:2]1[CH:3]=[CH:4][C:5]([CH2:6][NH:7][C:8]([C:10]2[CH:11]=[N:12][C:13]3[C:18]([C:19]=2[OH:20])=[CH:17][C:16]([CH2:21][CH2:22][CH3:23])=[CH:15][CH:14]=3)=[O:9])=[CH:25][CH:26]=1. The product is ClC1=CC=C(CNC(=O)C=2C=NC3=CC=C(C=C3C2O)CCC)C=C1 (N-(4-Chlorobenzyl)-4-hydroxy-6-propyl-3-quinolinecarboxamide). The yield is 3.0%. Reported procedure: A mixture of N-(4-chlorobenzyl)-4-hydroxy-6-(3-hydroxy-1-propynyl)-3-quinolinecarboxamide from Example No. 134 (500 mg) and Pd/C (10%, 100 mg) is dissolved in 80 mL 3:1 CH2Cl2 :MeOH. The reaction mixture is placed under the Parr hydrogenator at 30 psi and monitored by mass spectroscopy for complete reduction of the acetylene. The old palladium catalyst is replaced with fresh palladium catalyst each time the reaction is taken off the Parr. The reaction mixture is filtered over celite to remove th... Reactants: C(=C)C1C(C1)(C(=O)OC)C(=O)OC (dimethyl 2-vinylcyclopropane-1,1-dicarboxylate), C(C1=CC=CO1)O (furfuryl alcohol). The product is C(=C)C1C(C1)(C(=O)OC)C(=O)OCC=1OC=CC1 (methyl (2-furyl)methyl 2-vinylcyclopropane-1,1-dicarboxylate). Yield: 34.6%. As a reaction SMILES: [CH:1]([CH:3]1[CH2:5][C:4]1([C:10]([O:12][CH3:13])=[O:11])[C:6]([O:8][CH3:9])=[O:7])=[CH2:2].C(O)[C:15]1[O:19][CH:18]=[CH:17][CH:16]=1>>[CH:1]([CH:3]1[CH2:5][C:4]1([C:10]([O:12][CH2:13][C:18]1[O:19][CH:15]=[CH:16][CH:17]=1)=[O:11])[C:6]([O:8][CH3:9])=[O:7])=[CH2:2]. Reported procedure: A transalcoholysis reaction was carried out in a manner similar to that described for Example II using dimethyl 2-vinylcyclopropane-1,1-dicarboxylate (92 g; 0.5 mol) and furfuryl alcohol (24.5 g; 0.25 mol). When essentially all of the furfuryl alcohol was consumed, the reaction mixture was dissolved in ethyl ether and washed with aqueous potassium hydroxide (5%). The ether portion was dried over MgSO4, filtered and vacuum distilled to obtain 21.63 g crude methyl (2-furyl)methyl 2-vinylcyclopropa... The reactants are [H-].[Na+] (NaH), [I-].C[S+](=O)(C)C (trimethylsulfoxonium iodide), COC(C(=CC1=CC(=CC=C1)C=1C=C(C=C2C=CC=NC12)C(C)(C)S(=O)(=O)C)C1=CC=C(C=C1)S(=O)(=O)C)=O (3-{3-[6-(1-Methanesulfonyl-1-methyl-ethyl)-quinolin-8-yl]-phenyl}-2-(4-methanesulfonyl-phenyl)-acrylic acid methyl ester). Solvent: O (water), C(C)(=O)OCC (ethyl acetate), CS(=O)C (DMSO). Conditions: temperature 21 celsius, time 30 minute. Yields the product COC(=O)C1(C(C1)C1=CC(=CC=C1)C=1C=C(C=C2C=CC=NC12)C(C)(C)S(=O)(=O)C)C1=CC=C(C=C1)S(=O)(=O)C (2-{3-[6-(1-methanesulfonyl-1-methyl-ethyl)-quinolin-8-yl]-phenyl}-1-(4-methanesulfonyl-phenyl)-cyclopropanecarboxylic acid methyl ester). Reaction SMILES: [I-].[CH3:2][S+](C)(C)=O.[H-].[Na+].[CH3:9][O:10][C:11](=[O:47])[C:12]([C:37]1[CH:42]=[CH:41][C:40]([S:43]([CH3:46])(=[O:45])=[O:44])=[CH:39][CH:38]=1)=[CH:13][C:14]1[CH:19]=[CH:18][CH:17]=[C:16]([C:20]2[CH:21]=[C:22]([C:30]([S:33]([CH3:36])(=[O:35])=[O:34])([CH3:32])[CH3:31])[CH:23]=[C:24]3[C:29]=2[N:28]=[CH:27][CH:26]=[CH:25]3)[CH:15]=1>CS(C)=O.O.C(OCC)(=O)C>[CH3:9][O:10][C:11]([C:12]1([C:37]2[CH:38]=[CH:39][C:40]([S:43]([CH3:46])(=[O:44])=[O:45])=[CH:41][CH:42]=2)[CH2:2][CH:13]1[C:14]1[CH:19]=[CH:18][CH:17]=[C:16]([C:20]2[CH:21]=[C:22]([C:30]([S:33]([CH3:36])(=[O:35])=[O:34])([CH3:32])[CH3:31])[CH:23]=[C:24]3[C:29]=2[N:28]=[CH:27][CH:26]=[CH:25]3)[CH:15]=1)=[O:47] |f:0.1,2.3|. Procedure details: To a suspension of trimethylsulfoxonium iodide (400 mg, 1.83 mmol) in DMSO (25 mL) at 0° C. was added NaH (60%, 73 mg, 1.83 mmol). After 30 min., 3-{3-[6-(1-methanesulfonyl-1-methyl-ethyl)-quinolin-8-yl]-phenyl}-2-(4-methanesulfonyl-phenyl)-acrylic acid methyl ester from Step 2 (688 mg, 1.22 mmol) was added and the resulting reaction mixture stirred for 18 h at 21° C., then diluted with water and ethyl acetate. The organic extracts were washed (H2O, brine), dried (MgSO4), filtered and concentrat... The reactants are CC(C)(C)c1nc2cc(S(=O)(=O)n3cc(C=O)cn3)ccc2n1CC1CCC(F)(F)CC1, CN(C)C=O. Yields the product CC(C)(C)c1nc2cc(S(=O)(=O)n3cc(C(=O)O)cn3)ccc2n1CC1CCC(F)(F)CC1. Reaction SMILES: [C:1]([CH3:2])([CH3:3])([CH3:4])[c:5]1[n:6][c:7]2[c:8]([n:9]1[CH2:10][CH:11]1[CH2:12][CH2:13][C:14]([F:17])([F:18])[CH2:15][CH2:16]1)[cH:19][cH:20][c:21]([S:23](=[O:24])(=[O:25])[n:26]1[n:27][cH:28][c:29]([CH:31]=[O:32])[cH:30]1)[cH:22]2.[O:33]=[CH:34][N:35]([CH3:36])[CH3:37]>>[C:1]([CH3:2])([CH3:3])([CH3:4])[c:5]1[n:6][c:7]2[c:8]([n:9]1[CH2:10][CH:11]1[CH2:12][CH2:13][C:14]([F:17])([F:18])[CH2:15][CH2:16]1)[cH:19][cH:20][c:21]([S:23](=[O:24])(=[O:25])[n:26]1[n:27][cH:28][c:29]([C:31](=[O:32])[OH:33])[cH:30]1)[cH:22]2.